Dataset: the Open Reaction Database (ORD), a public repository of structured organic reaction records. Task: describe an organic reaction: reactants, conditions, products, and yield The reactants are NCC(C)(C)N (1,2-diamino-2-methylpropane), NC(=O)N (urea). The solvent is O (water). Product: CC(CNC(=O)N)(C)N (1,1-Dimethyl-2-(aminocarbonylamino)ethylamine), product. The yield is 38.0%. RXN SMILES: [NH2:1][CH2:2][C:3]([NH2:6])([CH3:5])[CH3:4].[NH2:7][C:8](N)=[O:9]>O>[CH3:4][C:3]([NH2:6])([CH3:5])[CH2:2][NH:1][C:8]([NH2:7])=[O:9]. Procedure: Alternatively, the urea of this example was prepared as follows: A mixture of 26.5 g (0.3 mol) of 1,2-diamino-2-methylpropane, and 18 g (0.3 mol) of urea in 150 ml of water was refluxed for 4 hours. The mixture was evaporated in vacuo. The residue was dissolved in chloroform, filtered and evaporated to form a solid which was recrystallized in ethyl acetate to give 15 g of product (38%), m.p. 87°-90° C. The NMR and IR spectra were consistent with the assigned structure. Reactants: COc1cncc(-c2ccc(C#N)cc2)c1, Cl, [Na+], [OH-], O, c1cc[nH+]cc1. Product: N#Cc1ccc(-c2cncc(O)c2)cc1. Reaction SMILES: [CH3:1][O:2][c:3]1[cH:4][c:5](-[c:9]2[cH:10][cH:11][c:12]([C:13]#[N:14])[cH:15][cH:16]2)[cH:6][n:7][cH:8]1.[ClH:17].[Na+:25].[OH-:24].[OH2:26].[nH+:18]1[cH:19][cH:20][cH:21][cH:22][cH:23]1>>[OH:2][c:3]1[cH:4][c:5](-[c:9]2[cH:10][cH:11][c:12]([C:13]#[N:14])[cH:15][cH:16]2)[cH:6][n:7][cH:8]1. Starting materials: CCCCc1nc(Cl)c(C=O)[nH]1, C[O-], CO, O=[N+]([O-])c1ccc(F)cc1, [Na+]. Product: CCCCc1nc(Cl)c(C=O)n1-c1ccc([N+](=O)[O-])cc1. RXN SMILES: [CH2:1]([CH2:2][CH2:3][CH3:4])[c:5]1[nH:6][c:7]([CH:11]=[O:12])[c:8]([Cl:10])[n:9]1.[CH3:13][O-:14].[CH3:26][OH:27].[F:16][c:17]1[cH:18][cH:19][c:20]([N+:23](=[O:24])[O-:25])[cH:21][cH:22]1.[Na+:15]>>[CH2:1]([CH2:2][CH2:3][CH3:4])[c:5]1[n:6](-[c:17]2[cH:18][cH:19][c:20]([N+:23](=[O:24])[O-:25])[cH:21][cH:22]2)[c:7]([CH:11]=[O:12])[c:8]([Cl:10])[n:9]1. The reactants are ClC1=NC=2N(C=C1C1=CC=CC=C1)N=CN2 (5-Chloro-6-phenyl-[1,2,4]triazolo[1,5-a]pyrimidine), C(C)(C)(C)OC(NCC1=CC=C(C=C1)B1OC(C(O1)(C)C)(C)C)=O ([4-(4,4,5,5-Tetramethyl-[1,3,2]dioxaborolan-2-yl)-benzyl]-carbamic acid tert-butyl ester), CO3. The reagents and catalysts are C1=CC=C(C=C1)P(C2=CC=CC=C2)[C]3[CH][CH][CH][CH]3.C1=CC=C(C=C1)P(C2=CC=CC=C2)[C]3[CH][CH][CH][CH]3.Cl[Pd]Cl.[Fe] (Pd(DPPF)Cl2). Solvent: C(Cl)Cl (DCM), O1CCOCC1 (dioxane). Conditions: temperature 100 celsius. The product is C(C)(C)(C)OC(NCC1=CC=C(C=C1)C1=NC=2N(C=C1C1=CC=CC=C1)N=CN2)=O ([4-(6-Phenyl-[1,2,4]triazolo[1,5-a]pyrimidin-5-yl)-benzyl]-carbamic Acid Tert-butyl Ester). Isolated yield 47.7%. RXN SMILES: Cl[C:2]1[C:7]([C:8]2[CH:13]=[CH:12][CH:11]=[CH:10][CH:9]=2)=[CH:6][N:5]2[N:14]=[CH:15][N:16]=[C:4]2[N:3]=1.[C:17]([O:21][C:22](=[O:40])[NH:23][CH2:24][C:25]1[CH:30]=[CH:29][C:28](B2OC(C)(C)C(C)(C)O2)=[CH:27][CH:26]=1)([CH3:20])([CH3:19])[CH3:18]>O1CCOCC1.C(Cl)Cl.C1C=CC(P([C]2[CH][CH][CH][CH]2)C2C=CC=CC=2)=CC=1.C1C=CC(P([C]2[CH][CH][CH][CH]2)C2C=CC=CC=2)=CC=1.Cl[Pd]Cl.[Fe]>[C:17]([O:21][C:22](=[O:40])[NH:23][CH2:24][C:25]1[CH:26]=[CH:27][C:28]([C:2]2[C:7]([C:8]3[CH:13]=[CH:12][CH:11]=[CH:10][CH:9]=3)=[CH:6][N:5]3[N:14]=[CH:15][N:16]=[C:4]3[N:3]=2)=[CH:29][CH:30]=1)([CH3:20])([CH3:18])[CH3:19] |f:4.5.6.7,^1:54,55,56,57,58,72,73,74,75,76|. Procedure details: A mixture of compound 3-4 (60 mg 0.24 mmol), [4-(4,4,5,5-Tetramethyl-[1,3,2]dioxaborolan-2-yl)-benzyl]-carbamic acid tert-butyl ester (100 mg, 0.3 mmol), aq.Na2 CO3 (2M, 0.70 mmol, 0.35 mL) and Pd(DPPF)Cl2 (10 mg) in dioxane (3 mL) was heated at 100° C. in microwave system under N2 atmosphere for 30 min. After cooling, the mixture was diluted with 15 mL of DCM, the combined organic phase was washed with 0.1N HClaq and brine, dried over anhydrous Na2SO4 and concentrated. The residue was purified ... The reactants are ClC=1C(NN=CC1Cl)=O (4,5-dichloro-3(2H)pyridazinone), COC1=CC=C(C2=CC=CC=C12)CN (4-methoxy-1-naphthylmethylamine). Solvent: C(C)O (ethanol). Run at time 8 hour. Product: ClC=1C(NN=CC1NCC1=CC=C(C2=CC=CC=C12)OC)=O (4-Chloro-5-(4-methoxy-1-naphthylmethylamino)-3(2H)pyridazinone). Reaction SMILES: [Cl:1][C:2]1[C:3](=[O:9])[NH:4][N:5]=[CH:6][C:7]=1Cl.[CH3:10][O:11][C:12]1[C:21]2[C:16](=[CH:17][CH:18]=[CH:19][CH:20]=2)[C:15]([CH2:22][NH2:23])=[CH:14][CH:13]=1>C(O)C>[Cl:1][C:2]1[C:3](=[O:9])[NH:4][N:5]=[CH:6][C:7]=1[NH:23][CH2:22][C:15]1[C:16]2[C:21](=[CH:20][CH:19]=[CH:18][CH:17]=2)[C:12]([O:11][CH3:10])=[CH:13][CH:14]=1. Procedure details: A mixture comprising 330 mg of 4,5-dichloro-3(2H)pyridazinone, 1.12 g of 4-methoxy-1-naphthylmethylamine and 30 ml of ethanol, was refluxed under stirring overnight. The solvent was evaporated under reduced pressure, and a mixture of ethyl acetate and ethyl ether was poured to the residue, whereupon precipitated crystals were collected by filtration. The product was recrystallized from a mixture of methanol/water to obtain 410 mg of the above identified command as slightly yellow crystals having...